From a dataset of the Open Reaction Database (ORD), a public repository of structured organic reaction records. describe an organic reaction: reactants, conditions, products, and yield The reactants are BrC=1SC2=C(N1)C=CC(=C2)CN2C=NC1=C2C=C(C(=C1)OC)OC (2-bromo-6-((5,6-dimethoxy-1H-benzo[d]imidazol-1-yl)methyl)benzo[d]thiazole), C1(CCCCC1)[C@H](C)N ((S)-(+)-1-cyclohexylethylamine), CCN(C(C)C)C(C)C (DIEA). Solvent: CC(=O)N(C)C (DMA). Conditions: temperature 100 celsius. Product: C1(CCCCC1)[C@H](C)NC=1SC2=C(N1)C=CC(=C2)CN2C=NC1=C2C=C(C(=C1)OC)OC ((S)—N-(1-cyclohexylethyl)-6-((5,6-dimethoxy-1H-benzo[d]imidazol-1-yl)methyl)benzo[d]thiazol-2-amine). The yield is 53.8%. RXN SMILES: Br[C:2]1[S:3][C:4]2[CH:10]=[C:9]([CH2:11][N:12]3[C:16]4[CH:17]=[C:18]([O:23][CH3:24])[C:19]([O:21][CH3:22])=[CH:20][C:15]=4[N:14]=[CH:13]3)[CH:8]=[CH:7][C:5]=2[N:6]=1.[CH:25]1([C@@H:31]([NH2:33])[CH3:32])[CH2:30][CH2:29][CH2:28][CH2:27][CH2:26]1.CCN(C(C)C)C(C)C>CC(N(C)C)=O>[CH:25]1([C@@H:31]([NH:33][C:2]2[S:3][C:4]3[CH:10]=[C:9]([CH2:11][N:12]4[C:16]5[CH:17]=[C:18]([O:23][CH3:24])[C:19]([O:21][CH3:22])=[CH:20][C:15]=5[N:14]=[CH:13]4)[CH:8]=[CH:7][C:5]=3[N:6]=2)[CH3:32])[CH2:30][CH2:29][CH2:28][CH2:27][CH2:26]1. Procedure: A stirred mixture of 2-bromo-6-((5,6-dimethoxy-1H-benzo[d]imidazol-1-yl)methyl)benzo[d]thiazole from Example 2 (80 mg, 0.198 mmol), (S)-(+)-1-cyclohexylethylamine (50 mg, 0.396 mmol) and DIEA (77 mg, 0.594 mmol) in anhydrous DMA (2 mL) was heated at 100° C. for 72 h. After cooling to rt, the mixture was purified directly by reverse-phase HPLC using a mixture of water (5% CH3CN, 0.05% HOAc) and CH3CN (0.05% HOAc) as the mobile phase and Varian Pursuit XRs diphenyl column as the stationary phase t...